From a dataset of the Open Reaction Database (ORD), a public repository of structured organic reaction records. describe an organic reaction: reactants, conditions, products, and yield Starting materials: C(C)(C)OC=1C=C(CN2CCN(CC2)C)C=CC1[N+](=O)[O-] (1-(3-isopropoxy-4-nitrobenzyl)-4-methylpiperazine). The reagents and catalysts are [Pd] (palladium-on-carbon). The solvent is C(C)O (ethanol). Reaction conditions: time 3 hour. Product: C(C)(C)OC1=C(C=CC(=C1)CN1CCN(CC1)C)N (2-isopropoxy-4-(4-methylpiperazin-1-ylmethyl)phenylamine). The yield is 100.8%. Reaction SMILES: [CH:1]([O:4][C:5]1[CH:6]=[C:7]([CH:16]=[CH:17][C:18]=1[N+:19]([O-])=O)[CH2:8][N:9]1[CH2:14][CH2:13][N:12]([CH3:15])[CH2:11][CH2:10]1)([CH3:3])[CH3:2]>C(O)C.[Pd]>[CH:1]([O:4][C:5]1[CH:6]=[C:7]([CH2:8][N:9]2[CH2:10][CH2:11][N:12]([CH3:15])[CH2:13][CH2:14]2)[CH:16]=[CH:17][C:18]=1[NH2:19])([CH3:3])[CH3:2]. Procedure: A mixture of 4.2 g of 1-(3-isopropoxy-4-nitrobenzyl)-4-methylpiperazine and 420 mg of 10% palladium-on-carbon in 145 ml of ethanol is hydrogenated at 25° C. under 1 bar for 3 h. The mixture is filtered on Clarcel and the Clarcel is rinsed with ethanol. The filtrate is concentrated to dryness under reduced pressure, so as to give 3.8 g of 2-isopropoxy-4-(4-methylpiperazin-1-ylmethyl)phenylamine in the form of a brown oil. The reactants are C(C)(C)(C)OC(=O)N(C1CNC1)C (3-[(tert-butoxycarbonyl)(methyl)amino]azetidine), BrC=1SC(=C(N1)C)C(=O)OCC (ethyl 2-bromo-4-methylthiazole-5-carboxylate), C(C)(C)N(CC)C(C)C (diisopropylethylamine). Product: C(C)(C)(C)OC(=O)N(C1CN(C1)C=1SC(=C(N1)C)C(=O)OCC)C (Ethyl 2-{3-[(tert-butoxycarbonyl)(methyl)amino]azetidin-1-yl}-4-methyl-1,3-thiazole-5-carboxylate). The yield is 70.9%. As a reaction SMILES: [C:1]([O:5][C:6]([N:8]([CH3:13])[CH:9]1[CH2:12][NH:11][CH2:10]1)=[O:7])([CH3:4])([CH3:3])[CH3:2].Br[C:15]1[S:16][C:17]([C:21]([O:23][CH2:24][CH3:25])=[O:22])=[C:18]([CH3:20])[N:19]=1.C(N(C(C)C)CC)(C)C>>[C:1]([O:5][C:6]([N:8]([CH3:13])[CH:9]1[CH2:10][N:11]([C:15]2[S:16][C:17]([C:21]([O:23][CH2:24][CH3:25])=[O:22])=[C:18]([CH3:20])[N:19]=2)[CH2:12]1)=[O:7])([CH3:4])([CH3:3])[CH3:2]. Reported procedure: The same operation as in Example (217a) was performed using 3-[(tert-butoxycarbonyl)(methyl)amino]azetidine (1.31 g, 7.03 mmol), ethyl 2-bromo-4-methylthiazole-5-carboxylate (134 mg, 0.54 mmol) and diisopropylethylamine (0.19 mL, 1.07 mmol), to obtain 136 mg of the title compound as a colorless oily substance (72%). Reactants: O=C([O-])[O-], CC(C)O, Clc1ccc(I)cn1, [Cu]I, Fc1ccccc1S, [K+], [K+], O, OCCO. Product: Fc1ccccc1Sc1ccc(Cl)nc1. As a reaction SMILES: [C:17](=[O:18])([O-:19])[O-:20].[CH:30]([OH:31])([CH3:32])[CH3:33].[Cl:1][c:2]1[n:3][cH:4][c:5]([I:8])[cH:6][cH:7]1.[Cu:27][I:28].[F:9][c:10]1[c:11]([SH:16])[cH:12][cH:13][cH:14][cH:15]1.[K+:21].[K+:22].[OH2:29].[OH:23][CH2:24][CH2:25][OH:26]>>[Cl:1][c:2]1[n:3][cH:4][c:5]([S:16][c:11]2[c:10]([F:9])[cH:15][cH:14][cH:13][cH:12]2)[cH:6][cH:7]1. Starting materials: N(C1=CC=CC=C1)C1=C(C(=O)O)C=C(C(=C1)C(=O)O)NC1=CC=CC=C1 (2,5-dianilinoterephthalic acid), S(O)(O)(=O)=O (sulfuric acid). The solvent is O (water), O (water). Reaction conditions: temperature 160 celsius. Product: C1=CC=C2C(=C1)C(=O)C3=CC4=C(C=C3N2)C(=O)C5=CC=CC=C5N4 (quinacridone). As a reaction SMILES: [NH:1]([C:8]1[CH:16]=[C:15]([C:17](O)=[O:18])[C:14]([NH:20][C:21]2[CH:26]=[CH:25][CH:24]=[CH:23][CH:22]=2)=[CH:13][C:9]=1[C:10](O)=[O:11])[C:2]1[CH:7]=[CH:6][CH:5]=[CH:4][CH:3]=1.S(=O)(=O)(O)O>O>[CH:24]1[CH:25]=[C:26]2[C:17]([C:15]3[C:14]([NH:20][C:21]2=[CH:22][CH:23]=1)=[CH:13][C:9]1[C:10]([C:7]2[C:2]([NH:1][C:8]=1[CH:16]=3)=[CH:3][CH:4]=[CH:5][CH:6]=2)=[O:11])=[O:18]. Procedure details: A 200-ml flask was charged with 6.96 parts of the 2,5-dianilinoterephthalic acid obtained in Example 29 and 70 parts of sulfuric acid having a concentration of 98%, and while the mixture was stirred, the mixture was maintained at 160° C. for 5 hours. Then, the mixture was cooled to 80° C. or lower, and 50 parts of water was gradually added over 4 hours. Then, the mixture was poured into 500 parts of ice-containing water at one stroke, and the mixture was filtered, washed with water and dried to ...